From a dataset of the Open Reaction Database (ORD), a public repository of structured organic reaction records. describe an organic reaction: reactants, conditions, products, and yield Starting materials: OC(=O)C(F)(F)F.C(C1=CC=CC=C1)N1CC2=NC(=C(N=C2CC1)NCC(F)F)N1CCC(CC1)OC1=C(C=C(C=C1)F)F (6-benzyl-N-(2,2-difluoroethyl)-3-(4-(2,4-difluorophenoxyl)piperidin-1-yl)-5,6,7,8-tetrahydropyrido[3,4-b]pyrazin-2-amine TFA salt). Reagents/catalysts: [OH-].[OH-].[Pd+2] (Pd(OH)2 on carbon). Solvent: C1CCOC1 (THF). Reaction conditions: time 2 hour. Product: FC(CNC=1N=C2C(=NC1N1CCC(CC1)OC1=C(C=C(C=C1)F)F)CNCC2)F (N-(2,2-difluoroethyl)-3-(4-(2,4-difluorophenoxyl)piperidin-1-yl)-5,6,7,8-tetrahydropyrido[3,4-b]pyrazin-2-amine), C(=O)(C(F)(F)F)O (TFA). Isolated yield 88.4%. As a reaction SMILES: [OH:1][C:2]([C:4]([F:7])([F:6])[F:5])=[O:3].C([N:15]1[CH2:24][CH2:23][C:22]2[C:17](=[N:18][C:19]([N:30]3[CH2:35][CH2:34][CH:33]([O:36][C:37]4[CH:42]=[CH:41][C:40]([F:43])=[CH:39][C:38]=4[F:44])[CH2:32][CH2:31]3)=[C:20]([NH:25][CH2:26][CH:27]([F:29])[F:28])[N:21]=2)[CH2:16]1)C1C=CC=CC=1>C1COCC1.[OH-].[OH-].[Pd+2]>[F:29][CH:27]([F:28])[CH2:26][NH:25][C:20]1[N:21]=[C:22]2[CH2:23][CH2:24][NH:15][CH2:16][C:17]2=[N:18][C:19]=1[N:30]1[CH2:31][CH2:32][CH:33]([O:36][C:37]2[CH:42]=[CH:41][C:40]([F:43])=[CH:39][C:38]=2[F:44])[CH2:34][CH2:35]1.[C:2]([OH:3])([C:4]([F:7])([F:6])[F:5])=[O:1] |f:0.1,3.4.5|. Procedure: A solution of 6-benzyl-N-(2,2-difluoroethyl)-3-(4-(2,4-difluorophenoxyl)piperidin-1-yl)-5,6,7,8-tetrahydropyrido[3,4-b]pyrazin-2-amine TFA salt (152 mg, 0.241 mmol) and Pd(OH)2 on carbon (33.9 mg, 0.048 mmol) in THF (2.41 mL) was purged with and placed under hydrogen (balloon) atmosphere at room temperature for 2 h. The mixture was then filtered through Celite™ and concentrated to give the title compound as a TFA salt (115 mg, 0.213 mmol). As a reaction SMILES: [CH3:1][O:2][C:3](=[O:4])[c:5]1[cH:6][c:7]2[c:8]([n:9][cH:10]1)[n:11]([S:38]([c:39]1[cH:40][cH:41][cH:42][cH:43][cH:44]1)(=[O:45])=[O:46])[c:12]([C:14](=[CH:15][CH:16]1[CH2:17][CH2:18][CH2:19][CH2:20]1)[c:21]1[cH:22][c:23]([F:37])[c:24]([C:27]([CH3:28])([O:29][CH:30]3[O:31][CH2:32][CH2:33][CH2:34][CH2:35]3)[CH3:36])[cH:25][cH:26]1)[cH:13]2.[CH3:48][CH2:49][CH2:50][CH2:51][N+:52]([CH2:53][CH2:54][CH2:55][CH3:56])([CH2:57][CH2:58][CH2:59][CH3:60])[CH2:61][CH2:62][CH2:63][CH3:64].[CH3:70][CH2:71][O:72][C:73](=[O:74])[CH3:75].[F-:47].[O:65]1[CH2:66][CH2:67][CH2:68][CH2:69]1>>[CH3:1][O:2][C:3](=[O:4])[c:5]1[cH:6][c:7]2[c:8]([n:9][cH:10]1)[nH:11][c:12]([C:14](=[CH:15][CH:16]1[CH2:17][CH2:18][CH2:19][CH2:20]1)[c:21]1[cH:22][c:23]([F:37])[c:24]([C:27]([CH3:28])([O:29][CH:30]3[O:31][CH2:32][CH2:33][CH2:34][CH2:35]3)[CH3:36])[cH:25][cH:26]1)[cH:13]2. The product is COC(=O)c1cnc2[nH]c(C(=CC3CCCC3)c3ccc(C(C)(C)OC4CCCCO4)c(F)c3)cc2c1. The reactants are COC(=O)c1cnc2c(c1)cc(C(=CC1CCCC1)c1ccc(C(C)(C)OC3CCCCO3)c(F)c1)n2S(=O)(=O)c1ccccc1, CCCC[N+](CCCC)(CCCC)CCCC, CCOC(C)=O, [F-], C1CCOC1. Starting materials: BrN1C(CCC1=O)=O (N-bromosuccinimide), C(C1=CC=CC=C1)(=O)OOC(C1=CC=CC=C1)=O (benzoyl peroxide), ClC1=NC(=NC(=C1C)C1=C(C=C(C=C1)F)F)SC (4-chloro-6-(2,4-difluorophenyl)-5-methyl-2-(methylthio)pyrimidine). Solvent: C(Cl)(Cl)(Cl)Cl (CCl4). Run at time 6 hour. Product: BrCC=1C(=NC(=NC1C1=C(C=C(C=C1)F)F)SC)Cl (5-(bromomethyl)-4-chloro-6-(2,4-difluorophenyl)-2-(methylthio)pyrimidine). RXN SMILES: [Cl:1][C:2]1[C:7]([CH3:8])=[C:6]([C:9]2[CH:14]=[CH:13][C:12]([F:15])=[CH:11][C:10]=2[F:16])[N:5]=[C:4]([S:17][CH3:18])[N:3]=1.[Br:19]N1C(=O)CCC1=O.C(OOC(=O)C1C=CC=CC=1)(=O)C1C=CC=CC=1>C(Cl)(Cl)(Cl)Cl>[Br:19][CH2:8][C:7]1[C:2]([Cl:1])=[N:3][C:4]([S:17][CH3:18])=[N:5][C:6]=1[C:9]1[CH:14]=[CH:13][C:12]([F:15])=[CH:11][C:10]=1[F:16]. Reported procedure: A suspension of 5.4 g of 4-chloro-6-(2,4-difluorophenyl)-5-methyl-2-(methylthio)pyrimidine. 3.69 g of N-bromosuccinimide, and 460 mg of benzoyl peroxide in 75 mL of CCl4 was heated to reflux and stirred at this temperature for 6 h, then cooled in the freezer for 1 h. The solids were filtered and washed liberally with cold CCl4, and the filtrate was concentrated. The residue was purified by flash chromatography on a Biotage 40M column, eluting with a gradient system of 99:1 to 97:3 hexanes-aceton... The reactants are [OH-].[NH4+] (ammonium hydroxide), [N+](=O)([O-])[O-].[K+] (potassium nitrate), ClC1=CC=C(C(=O)C2=CC=NC=C2)C=C1 (4-(4-chlorobenzoyl)pyridine), S(O)(O)(=O)=O (sulfuric acid). The solvent is ice water. The product is [N+](=O)([O-])C=1C=C(C(=O)C2=CC=NC=C2)C=CC1Cl (4-(3-nitro-4-chlorobenzoyl)pyridine). Reaction SMILES: [N+:1]([O-:4])([O-])=[O:2].[K+].[Cl:6][C:7]1[CH:20]=[CH:19][C:10]([C:11]([C:13]2[CH:18]=[CH:17][N:16]=[CH:15][CH:14]=2)=[O:12])=[CH:9][CH:8]=1.S(=O)(=O)(O)O.[OH-].[NH4+]>>[N+:1]([C:20]1[CH:19]=[C:10]([CH:9]=[CH:8][C:7]=1[Cl:6])[C:11]([C:13]1[CH:18]=[CH:17][N:16]=[CH:15][CH:14]=1)=[O:12])([O-:4])=[O:2] |f:0.1,4.5|. Reported procedure: 15.5 g. (0.153 mol) of potassium nitrate was added portion-wise to a stirred solution of 33 grams (0.152 mol) of 4-(4-chlorobenzoyl)pyridine in 200 ml. of sulfuric acid while maintaining the temperature below 40° C. After one hour the mixture was cautiously poured into 2 liters of ice-water, neutralized with ammonium hydroxide and the product collected to yield 4-(3-nitro-4-chlorobenzoyl)pyridine as yellow prisms, mp. 114° -116° C. (cyclohexane-Norite). Starting materials: C1(C=CCC1)=O (cyclopentenone), ClC(C(OCC1=CC=CC=C1)=N)(Cl)Cl (benzyl 2,2,2-trichloroacetimidate). Run in ClCCl (dichloromethane), ClCCl (dichloromethane). Yields the product C(C1=CC=CC=C1)C1C=CC(C1)=O.CCOCC (4-benzylcyclopentenone ether), C(C1=CC=CC=C1)C1CC=CC1=O.CCOCC (5-benzylcyclopentenone ether), C(C1=CC=CC=C1)C1C=CC(C1CC1=CC=CC=C1)=O.CCOCC (4,5-dibenzylcyclopentenone ether). RXN SMILES: [C:1]1(=[O:6])[CH2:5][CH2:4][CH:3]=[CH:2]1.Cl[C:8](Cl)(Cl)[C:9](=N)[O:10][CH2:11][C:12]1[CH:17]=[CH:16][CH:15]=[CH:14][CH:13]=1>ClCCl>[CH2:11]([CH:4]1[CH2:5][C:1](=[O:6])[CH:2]=[CH:3]1)[C:12]1[CH:17]=[CH:16][CH:15]=[CH:14][CH:13]=1.[CH3:8][CH2:9][O:10][CH2:11][CH3:12].[CH2:11]([CH:5]1[C:1](=[O:6])[CH:2]=[CH:3][CH2:4]1)[C:12]1[CH:17]=[CH:16][CH:15]=[CH:14][CH:13]=1.[CH3:8][CH2:9][O:10][CH2:11][CH3:12].[CH2:11]([CH:4]1[CH:5]([CH2:11][C:12]2[CH:13]=[CH:14][CH:15]=[CH:16][CH:17]=2)[C:1](=[O:6])[CH:2]=[CH:3]1)[C:12]1[CH:17]=[CH:16][CH:15]=[CH:14][CH:13]=1.[CH3:8][CH2:9][O:10][CH2:11][CH3:12] |f:3.4,5.6,7.8|. Reported procedure: 44 mg of cyclopentenone and 492 mg of benzyl 2,2,2-trichloroacetimidate (Aldrich, 14,033-3) was dissolved in 2.5 ml of dichloromethane (Wako Pure Chemical Industries, 135-02441) under argon flow. 1 ml of 28 μl/ml boron trifluoride diethyl ether complex (Wako Pure Chemical Industries, 022-08362) solution in dichloromethane was slowly added thereto while stirring. After stirring for 8 hours at room temperature, the mixture was concentrated under reduced pressure. The concentrate was subjected to s...